Task: describe an organic reaction: reactants, conditions, products, and yield. Dataset: the Open Reaction Database (ORD), a public repository of structured organic reaction records Reactants: CC1=CC=C(C(=O)C2=CC=C(C=C2)C)C=C1 (4,4'-dimethylbenzophenone), C(C(=O)O)(=O)O (oxalic acid), C(C)(C)NC(C)C (diisopropylamine), C(CCC)[Li] (n-butyl lithium). Run in CCCCCC (hexane), O1CCCC1 (tetrahydrofuran), ClP(OCC)(OCC)=O (diethyl chlorophosphonate), C(C)(C)(C)N=CC (acetaldehyde N-tert-butylimine). Reaction conditions: time 30 hour. Yields the product CC1=CC=C(C=C1)C(=CC=O)C1=CC=C(C=C1)C (3,3-bis(4-methylphenyl)-2-propenal). RXN SMILES: [CH3:1][C:2]1[CH:16]=[CH:15][C:5]([C:6]([C:8]2[CH:13]=[CH:12][C:11]([CH3:14])=[CH:10][CH:9]=2)=O)=[CH:4][CH:3]=1.C(NC(C)C)(C)C.C([Li])CCC.[C:29](O)(=O)[C:30](O)=[O:31]>CCCCCC.C(N=CC)(C)(C)C.ClP(=O)(OCC)OCC.O1CCCC1>[CH3:1][C:2]1[CH:16]=[CH:15][C:5]([C:6]([C:8]2[CH:13]=[CH:12][C:11]([CH3:14])=[CH:10][CH:9]=2)=[CH:29][CH:30]=[O:31])=[CH:4][CH:3]=1. Procedure: The compound was prepared according to the procedure described in Example 84 except that the reaction was worked up after 30 hours. The following reagents were used: 4,4'-dimethylbenzophenone (21 g), diisopropylamine (32.2 mL), 1.55M n-butyl lithium in hexane (143 mL), acetaldehyde N-tert-butylimine (14.75 mL), diethyl chlorophosphonate (17.6 mL) and tetrahydrofuran (200 ml). The work up, varied only in that the oxalic acid catalyzed hydrolysis was done overnight at room temperature, furnished 2... Starting materials: CCOC(=O)C (EtOAc), [N+](=O)([O-])C=1C(=CC2=C(C(=NO2)O)C1)O (5-nitrobenzo[d]isoxazole-3,6-diol), C([O-])([O-])=O.[K+].[K+] (potassium carbonate), C(C=C)Br (allyl bromide). The solvent is O (water), CN(C)C=O (DMF). Conditions: time 18 hour. The product is C(C=C)OC1=NOC2=C1C=C(C(=C2)OCC=C)[N+](=O)[O-] (3,6-bis-allyloxy-5-nitrobenzo[d]isoxazole). Reaction SMILES: [N+:1]([C:4]1[C:5]([OH:14])=[CH:6][C:7]2[O:11][N:10]=[C:9]([OH:12])[C:8]=2[CH:13]=1)([O-:3])=[O:2].[C:15](=O)([O-])[O-].[K+].[K+].[CH2:21](Br)[CH:22]=[CH2:23].CCO[C:28]([CH3:30])=O>CN(C=O)C.O>[CH2:21]([O:12][C:9]1[C:8]2[CH:13]=[C:4]([N+:1]([O-:3])=[O:2])[C:5]([O:14][CH2:15][CH:28]=[CH2:30])=[CH:6][C:7]=2[O:11][N:10]=1)[CH:22]=[CH2:23] |f:1.2.3|. Reported procedure: To a suspension of 5-nitrobenzo[d]isoxazole-3,6-diol (1.1 g, 5.61 mmol) and potassium carbonate (3.9 g, 28.2 mmol) in DMF (10 mL) is added dropwise allyl bromide (1.42 mL, 8.30 mmol). The mixture is stirred at room temperature for 18 h. The mixture is diluted with EtOAc, and ice and water are added. The organic phase is separated and washed with water and brine, and dried over MgSO4, filtered and concentrated to afford 3,6-bis-allyloxy-5-nitrobenzo[d]isoxazole as a solid. Reactants: C([O-])([O-])=O.[K+].[K+] (potassium carbonate), C(#CCC)Br (butinyl bromide), C(CCC)OC(C=CC1=CC=C(C=C1)O)=O (p-hydroxy cinnamic acid n-butyl ester). Run in CC(=O)C (acetone). Reaction conditions: temperature 56 celsius. The product is C(CCC)OC(C=CC1=CC=C(C=C1)OCC#C)=O (3-[4-(2-Propinyl)Oxy-Phenyl]-2-Propenoic Acid n-Butyl Ester). RXN SMILES: [CH2:1]([O:5][C:6](=[O:16])[CH:7]=[CH:8][C:9]1[CH:14]=[CH:13][C:12]([OH:15])=[CH:11][CH:10]=1)[CH2:2][CH2:3][CH3:4].C(=O)([O-])[O-].[K+].[K+].[C:23](Br)#[C:24][CH2:25]C>CC(C)=O>[CH2:1]([O:5][C:6](=[O:16])[CH:7]=[CH:8][C:9]1[CH:14]=[CH:13][C:12]([O:15][CH2:25][C:24]#[CH:23])=[CH:11][CH:10]=1)[CH2:2][CH2:3][CH3:4] |f:1.2.3|. Procedure: 903 g (4.1M) of p-hydroxy cinnamic acid n-butyl ester (see above) are dissolved in 4 liter acetone. 622 g (4.5M) of finely powdered potassium carbonate and 523.5 g (4.4M) freshly distilled butinyl bromide are added. Under stirring the suspension is heated to reflux (temperature in the mixture 56° C.). After refluxing for about 18 hours the starting material is consumed. The yellow suspension is cooled to about 10° C. and filtered. The filtrate is evaporated to dryness in vacuo (about 12 mbar) at...